From a dataset of the Open Reaction Database (ORD), a public repository of structured organic reaction records. describe an organic reaction: reactants, conditions, products, and yield Reactants: 2-tert-Butylimino-2-diethylamino-1,3-dimethylperhydro-1,2,3-diazaphosphorine, C1(=CC=C(C=C1)S(=O)(=O)Cl)C (p-Toluenesulfonic chloride), C(C)(C)(C)OC(=O)NC([C@@H](C(=O)NNC(C1=CC=C(C=C1)OC(F)(F)F)=O)OC(C)=O)CC (acetic acid (S)-2-tert-butoxycarbonylamino-1-[N′-(4-trifluoromethoxy-benzoyl)-hydrazinocarbonyl]-butyl ester). The solvent is C1CCOC1 (THF). Reaction conditions: temperature 150 celsius. Yields the product C(C)(C)(C)OC(=O)NC([C@@H](C=1OC(=NN1)C1=CC=C(C=C1)OC(F)(F)F)OC(C)=O)CC (Acetic acid (S)-2-tert-butoxycarbonylamino-1-[5-(4-trifluoromethoxy-phenyl)-1,3,4-oxadiazol-2-yl]-butyl ester). As a reaction SMILES: [C:1]([O:5][C:6]([NH:8][CH:9]([CH2:32][CH3:33])[C@H:10]([O:28][C:29](=[O:31])[CH3:30])[C:11]([NH:13][NH:14][C:15](=[O:27])[C:16]1[CH:21]=[CH:20][C:19]([O:22][C:23]([F:26])([F:25])[F:24])=[CH:18][CH:17]=1)=O)=[O:7])([CH3:4])([CH3:3])[CH3:2].C1(C)C=CC(S(Cl)(=O)=O)=CC=1>C1COCC1>[C:1]([O:5][C:6]([NH:8][CH:9]([CH2:32][CH3:33])[C@H:10]([O:28][C:29](=[O:31])[CH3:30])[C:11]1[O:27][C:15]([C:16]2[CH:21]=[CH:20][C:19]([O:22][C:23]([F:24])([F:26])[F:25])=[CH:18][CH:17]=2)=[N:14][N:13]=1)=[O:7])([CH3:2])([CH3:3])[CH3:4]. Reported procedure: acetic acid (S)-2-tert-butoxycarbonylamino-1-[N′-(4-trifluoromethoxy-benzoyl)-hydrazinocarbonyl]-butyl ester (0.21 mmol, 0.1 g) is dissolved in THF (5 mL) and the solution filled into a Smith Microwave synthesizer reaction vessel. 2-tert-Butylimino-2-diethylamino-1,3-dimethylperhydro-1,2,3-diazaphosphorine on polystyrene (1.05 mmol, 0.456 g, 2.3 mmol/g loading) and the p-Toluenesulfonic chloride (0.25 mmol, 0.048 g) are added and the reaction mixture heated at 150° C. for 10 min (fixed hold time... Starting materials: FC(C1=CC=C(C=C1)N1N(C2=CC(=CC=C2C1=O)C1=NC=CC=C1C(F)(F)F)COCC[Si](C)(C)C)(F)F (1,2-Dihydro-2-(4-trifluoromethylphenyl)-6-(3-trifluoromethyl-2-pyridinyl)-1-(2-(trimethylsilyl)ethoxymethyl)-3H-indazol-3-one), Cl (HCl). The solvent is CCO (EtOH). Product: FC(C1=CC=C(C=C1)N1NC2=CC(=CC=C2C1=O)C1=NC=CC=C1C(F)(F)F)(F)F (1,2-Dihydro-2-(4-trifluoromethylphenyl)-6-(3-trifluoromethyl-2-pyridinyl)-3H-indazol-3-one). The yield is 45.8%. As a reaction SMILES: [F:1][C:2]([F:38])([F:37])[C:3]1[CH:8]=[CH:7][C:6]([N:9]2[C:17](=[O:18])[C:16]3[C:11](=[CH:12][C:13]([C:19]4[C:24]([C:25]([F:28])([F:27])[F:26])=[CH:23][CH:22]=[CH:21][N:20]=4)=[CH:14][CH:15]=3)[N:10]2COCC[Si](C)(C)C)=[CH:5][CH:4]=1.Cl>CCO>[F:38][C:2]([F:1])([F:37])[C:3]1[CH:8]=[CH:7][C:6]([N:9]2[C:17](=[O:18])[C:16]3[C:11](=[CH:12][C:13]([C:19]4[C:24]([C:25]([F:26])([F:27])[F:28])=[CH:23][CH:22]=[CH:21][N:20]=4)=[CH:14][CH:15]=3)[NH:10]2)=[CH:5][CH:4]=1. Reported procedure: The product of Step 6 (0.2 g), in a mixture of concentrated HCl (2 mL) and EtOH (3 mL), was heated at reflux for 1 h. The mixture was concentrated and the residue crystallized from EtOH/H2O to give 70 mg of product as a colourless solid. 1H NMR (360 MHz, CDCl3): 7.33 (1H, s), 7.39 (1H, d, J 8.0 Hz), 7.43 (1H, s), 7.5-7.55 (1H, m), 7.73 (2H, d, J 8.0 Hz), 7.99 (1H, d, J 8.0 Hz), 8.09 (2H, d, J 8.0 Hz), 8.14 (1H, d, J 8.0 Hz), 8.9 (1H, d, J 8.0 Hz).